This data is from the Open Reaction Database (ORD), a public repository of structured organic reaction records. The task is: describe an organic reaction: reactants, conditions, products, and yield Reaction SMILES: [C:28](=[O:29])([O-:30])[O-:31].[CH3:44][N:45]([CH3:46])[CH:47]=[O:48].[Cl:1][c:2]1[c:3]([NH:22][C:23]([N:24]([CH3:25])[CH3:26])=[O:27])[cH:4][cH:5][c:6]([O:8][c:9]2[n:10][cH:11][n:12][c:13]3[cH:14][c:15]([OH:21])[c:16]([O:19][CH3:20])[cH:17][c:18]23)[cH:7]1.[Cl:35][CH2:36][c:37]1[cH:38][cH:39][n:40][cH:41][cH:42]1.[ClH:34].[K+:32].[K+:33].[OH2:43]>>[Cl:1][c:2]1[c:3]([NH:22][C:23]([N:24]([CH3:25])[CH3:26])=[O:27])[cH:4][cH:5][c:6]([O:8][c:9]2[n:10][cH:11][n:12][c:13]3[cH:14][c:15]([O:21][CH2:36][c:37]4[cH:38][cH:39][n:40][cH:41][cH:42]4)[c:16]([O:19][CH3:20])[cH:17][c:18]23)[cH:7]1. The product is COc1cc2c(Oc3ccc(NC(=O)N(C)C)c(Cl)c3)ncnc2cc1OCc1ccncc1. Starting materials: O=C([O-])[O-], CN(C)C=O, COc1cc2c(Oc3ccc(NC(=O)N(C)C)c(Cl)c3)ncnc2cc1O, ClCc1ccncc1, Cl, [K+], [K+], O. Reactants: FC1(C(C2=C(CC3=C1C=CC=C3)C=CC=C2)(F)F)F (10,11-dihydro-10,10,11,11-tetrafluoro-5H-dibenzo[a,d]cycloheptene), FC(C(=O)O)(F)F (trifluoroacetic acid). Reagents/catalysts: [O-2].[O-2].[O-2].[Cr+6] (chromium trioxide), [O-2].[O-2].[O-2].[Cr+6] (chromium trioxide). The solvent is C(C)(=O)O (acetic acid). The product is FC1(C(C2=C(C(C3=C1C=CC=C3)=O)C=CC=C2)(F)F)F (10,11-Dihydro-10,10,11,11-tetrafluoro-5H-dibenzo[a,d]-cyclohepten-5-one). As a reaction SMILES: [F:1][C:2]1([F:19])[C:8]2[CH:9]=[CH:10][CH:11]=[CH:12][C:7]=2[CH2:6][C:5]2[CH:13]=[CH:14][CH:15]=[CH:16][C:4]=2[C:3]1([F:18])[F:17].FC(F)(F)C(O)=[O:23]>[O-2].[O-2].[O-2].[Cr+6].C(O)(=O)C>[F:1][C:2]1([F:19])[C:8]2[CH:9]=[CH:10][CH:11]=[CH:12][C:7]=2[C:6](=[O:23])[C:5]2[CH:13]=[CH:14][CH:15]=[CH:16][C:4]=2[C:3]1([F:17])[F:18] |f:2.3.4.5|. Reported procedure: A mixture of 1.45 g. (0.00544 mole) of 10,11-dihydro-10,10,11,11-tetrafluoro-5H-dibenzo[a,d]cycloheptene, 0.73 g. (0.0073 mole) of chromium trioxide, 25 ml. of trifluoroacetic acid and 2 ml. of glacial acetic acid is stirred at reflux for 21/4 hours. During this period, almost all of the chromium trioxide dissolves. Solvents are evaporated under reduced pressure and the residue is partitioned between benzene and water. The aqueous layer is separated and re-extracted twice with benzene. The combi... Reactants: C(C)(C)(C)OC(=O)N1CCN(CCC1)C1=NC2=C(N1CCOCC1CC1)C=CC=C2 (4-[1-(2-cyclopropylmethoxy-ethyl)-1H-benzoimidazol-2-yl]-[1,4]diazepane-1-carboxylic acid tert-butyl ester), Cl (HCl). Run in O1CCOCC1 (dioxane), O1CCOCC1 (dioxane). The product is Cl.Cl.C1(CC1)COCCN1C(=NC2=C1C=CC=C2)N2CCNCCC2 (1-(2-cyclopropylmethoxy-ethyl)-2-[1,4]diazepan-1-yl-1H-benzoimidazole dihydrochloride). RXN SMILES: C(OC([N:8]1[CH2:14][CH2:13][CH2:12][N:11]([C:15]2[N:19]([CH2:20][CH2:21][O:22][CH2:23][CH:24]3[CH2:26][CH2:25]3)[C:18]3[CH:27]=[CH:28][CH:29]=[CH:30][C:17]=3[N:16]=2)[CH2:10][CH2:9]1)=O)(C)(C)C.[ClH:31]>O1CCOCC1>[ClH:31].[ClH:31].[CH:24]1([CH2:23][O:22][CH2:21][CH2:20][N:19]2[C:18]3[CH:27]=[CH:28][CH:29]=[CH:30][C:17]=3[N:16]=[C:15]2[N:11]2[CH2:12][CH2:13][CH2:14][NH:8][CH2:9][CH2:10]2)[CH2:25][CH2:26]1 |f:3.4.5|. Reported procedure: Treat a solution of 4-[1-(2-cyclopropylmethoxy-ethyl)-1H-benzoimidazol-2-yl]-[1,4]diazepane-1-carboxylic acid tert-butyl ester (0.32 g, 0.76 mmol) and dioxane (4 mL) with 4N HCl in dioxane (2.3 mL, 12 equivalents) with stirring. After 90 minutes concentrate to remove the solvent, add 2.5 mL, of dichloromethane and then add ether dropwise with stirring. Repeat the process of concentration, dissolving in dichloromethane (2 mL) and treating the solution with ether and allowing the mixture to stir o... The reactants are C1CCOC1 (THF), [OH-].[Na+] (NaOH), O (water), COC1=CC=C2C(=CCC2=C1)C(C(=O)OC)C (methyl 2-(6-methoxy-1H-inden-3-yl)propanoate). The solvent is CO (MeOH). Reaction conditions: temperature 38 celsius, time 17 hour. The product is COC1=CC=C2C(=CCC2=C1)C(C(=O)O)C (2-(6-methoxy-1H-inden-3-yl)propanoic acid). Isolated yield 90.3%. Reaction SMILES: [OH-].[Na+].O.[CH3:4][O:5][C:6]1[CH:14]=[C:13]2[C:9]([C:10]([CH:15]([CH3:20])[C:16]([O:18]C)=[O:17])=[CH:11][CH2:12]2)=[CH:8][CH:7]=1.C1COCC1>CO>[CH3:4][O:5][C:6]1[CH:14]=[C:13]2[C:9]([C:10]([CH:15]([CH3:20])[C:16]([OH:18])=[O:17])=[CH:11][CH2:12]2)=[CH:8][CH:7]=1 |f:0.1|. Procedure: In a 1 L three-neck flask charged with NaOH (18.57 g, 0.464 mol) and water (216 mL), was slowly added (over 15-20 min) a solution of methyl 2-(6-methoxy-1H-inden-3-yl)propanoate (Example 10) (53.92 g, 0.232 mol) in MeOH (215 mL). During the addition, the reaction temperature increased to 38° C. To this mixture was added THF (108 mL) and then the mixture was heated to 40-45° C. for a period of 8 h and subsequently stirred at rt for 17 h. The solvent was removed under vacuum and the resulting aque... Reaction SMILES: S(Cl)([Cl:3])=O.[NH2:5][C:6]1[N:15]=[C:14]([C:16]([N:18]2[CH2:26][C:25]3[C:20](=[CH:21][CH:22]=[CH:23][CH:24]=3)[CH2:19]2)=[O:17])[C:13]2[C:8](=[CH:9][CH:10]=[C:11]([C:27]3[CH:32]=[C:31]([F:33])[C:30]([F:34])=[CH:29][C:28]=3[CH2:35]O)[CH:12]=2)[N:7]=1>ClCCl>[NH2:5][C:6]1[N:15]=[C:14]([C:16]([N:18]2[CH2:26][C:25]3[C:20](=[CH:21][CH:22]=[CH:23][CH:24]=3)[CH2:19]2)=[O:17])[C:13]2[C:8](=[CH:9][CH:10]=[C:11]([C:27]3[CH:32]=[C:31]([F:33])[C:30]([F:34])=[CH:29][C:28]=3[CH2:35][Cl:3])[CH:12]=2)[N:7]=1. Starting materials: S(=O)(Cl)Cl (thionyl chloride), NC1=NC2=CC=C(C=C2C(=N1)C(=O)N1CC2=CC=CC=C2C1)C1=C(C=C(C(=C1)F)F)CO ([2-amino-6-(2-hydroxymethyl-4,5-difluorophenyl)quinazolin-4-yl]-(1,3-dihydroisoindol-2-yl)methanone). Product: NC1=NC2=CC=C(C=C2C(=N1)C(=O)N1CC2=CC=CC=C2C1)C1=C(C=C(C(=C1)F)F)CCl ([2-Amino-6-(2-chloromethyl-4,5-difluorophenyl)quinazolin-4-yl]-(1,3-dihydroisoindol-2-yl)methanone). The solvent is ClCCl (dichloromethane), ClCCl (dichloromethane). Reaction conditions: temperature 25 celsius, time 2 hour. Procedure: 67 μl of thionyl chloride in 2 ml of dichloromethane are added dropwise to 200 mg of [2-amino-6-(2-hydroxymethyl-4,5-difluorophenyl)quinazolin-4-yl]-(1,3-dihydroisoindol-2-yl)methanone in 2 ml of dichloromethane, and the mixture is stirred at 25° C. for 2 h. The mixture is evaporated to dryness in vacuo, the residue is taken up in 10 ml of toluene, and the operation is repeated. The residue is employed in the subsequent reactions without further treatment. Starting materials: [N+](=O)([O-])C1=CC2=C(OC([C@H]([C@@H]2N2C(CCC2)=O)O)(C)C)C=C1N (6-nitro-7-amino-3,4-dihydro-trans-4-(2-ketopyrrolidinyl)-2,2-dimethyl-2H-benzo[b]pyran-3-ol), C(#N)C1=CC2=C(OC([C@H]([C@@H]2N2C(CCC2)=O)O)(C)C)C=C1N (6-cyano-7-amino-3,4-dihydro-trans-4-(2-ketopyrrolidinyl)-2,2-dimethyl-2H-benzo[b]pyran-3-ol). The product is [N+](=O)([O-])C1=CC2=C(OC([C@H]([C@@H]2N2C(CCC2)=O)O)(C)C)C=C1NC(C)=O (6-nitro-7-acetamido-3,4-dihydro-trans-4-(2-ketopyrrolidinyl)-2,2-dimethyl-2H-benzo[b]pyran-3-ol). Reaction SMILES: [N+:1]([C:4]1[C:22]([NH2:23])=[CH:21][C:7]2[O:8][C:9]([CH3:20])([CH3:19])[C@@H:10]([OH:18])[C@H:11]([N:12]3[CH2:16][CH2:15][CH2:14][C:13]3=[O:17])[C:6]=2[CH:5]=1)([O-:3])=[O:2].C(C1C(N)=C[C:29]2[O:30]C(C)(C)[C@@H](O)[C@H](N3CCCC3=O)[C:28]=2C=1)#N>>[N+:1]([C:4]1[C:22]([NH:23][C:29](=[O:30])[CH3:28])=[CH:21][C:7]2[O:8][C:9]([CH3:20])([CH3:19])[C@@H:10]([OH:18])[C@H:11]([N:12]3[CH2:16][CH2:15][CH2:14][C:13]3=[O:17])[C:6]=2[CH:5]=1)([O-:3])=[O:2]. Reported procedure: 6-nitro-7-amino-3,4-dihydro-trans-4-(2-ketopyrrolidinyl)-2,2-dimethyl-2H-benzo[b]pyran-3-ol or a pharmaceutically salt thereof; or 6-cyano-7-amino-3,4-dihydro-trans-4-(2-ketopyrrolidinyl)-2,2-dimethyl-2H-benzo[b]pyran-3-ol or a pharmaceutically acceptable salt thereof. The reactants are O=[N+]([O-])c1cccc(CBr)c1, O=C([O-])[O-], CC(C)=O, [K+], [K+], O=C(C1CCNCC1)N1CCc2ccccc2C1. Yields the product O=C(C1CCN(Cc2cccc([N+](=O)[O-])c2)CC1)N1CCc2ccccc2C1. RXN SMILES: [Br:19][CH2:20][c:21]1[cH:22][c:23]([N+:27](=[O:28])[O-:29])[cH:24][cH:25][cH:26]1.[C:30](=[O:31])([O-:32])[O-:33].[CH3:36][C:37](=[O:38])[CH3:39].[K+:34].[K+:35].[NH:1]1[CH2:2][CH2:3][CH:4]([C:7](=[O:8])[N:9]2[CH2:10][c:11]3[cH:12][cH:13][cH:14][cH:15][c:16]3[CH2:17][CH2:18]2)[CH2:5][CH2:6]1>>[N:1]1([CH2:20][c:21]2[cH:22][c:23]([N+:27](=[O:28])[O-:29])[cH:24][cH:25][cH:26]2)[CH2:2][CH2:3][CH:4]([C:7](=[O:8])[N:9]2[CH2:10][c:11]3[cH:12][cH:13][cH:14][cH:15][c:16]3[CH2:17][CH2:18]2)[CH2:5][CH2:6]1.